Dataset: the Open Reaction Database (ORD), a public repository of structured organic reaction records. Task: describe an organic reaction: reactants, conditions, products, and yield Reactants: NC1(CCC1)C1=CC=C(C=C1)C1=NC=2CCCC(C2C=C1C1=CC=CC=C1)=O (2-(4-(1-aminocyclobutyl)phenyl)-3-phenyl-7,8-dihydroquinolin-5(6H)-one), C(C)(C)(C)OC(NC1(CCC1)C1=CC=C(C=C1)C=1C(=CC2=C(OCC=3N2C(NN3)=O)N1)C1=CC=CC=C1)=O (tert-butyl(1-(4-(1-oxo-8-phenyl-2,4-dihydro-1H-pyrido[2,3-b][1,2,4]triazolo[4,3-d][1,4]oxazin-7-yl)phenyl)cyclobutyl)carbamate). Product: NC1(CCC1)C1=CC=C(C=C1)C=1C(=CC2=C(OCC=3N2C(NN3)=O)N1)C1=CC=CC=C1 (7-(4-(1-aminocyclobutyl)phenyl)-8-phenyl-2,4-dihydro-1H-pyrido[2,3-b][1,2,4]triazolo[4,3-d][1,4]oxazin-1-one). Yield: 170.1%. Reaction SMILES: NC1(C2C=CC(C3C(C4C=CC=CC=4)=CC4C(=O)CCCC=4N=3)=CC=2)CCC1.C(OC(=O)[NH:35][C:36]1([C:40]2[CH:45]=[CH:44][C:43]([C:46]3[C:47]([C:60]4[CH:65]=[CH:64][CH:63]=[CH:62][CH:61]=4)=[CH:48][C:49]4[N:54]5[C:55](=[O:58])[NH:56][N:57]=[C:53]5[CH2:52][O:51][C:50]=4[N:59]=3)=[CH:42][CH:41]=2)[CH2:39][CH2:38][CH2:37]1)(C)(C)C>>[NH2:35][C:36]1([C:40]2[CH:41]=[CH:42][C:43]([C:46]3[C:47]([C:60]4[CH:61]=[CH:62][CH:63]=[CH:64][CH:65]=4)=[CH:48][C:49]4[N:54]5[C:55](=[O:58])[NH:56][N:57]=[C:53]5[CH2:52][O:51][C:50]=4[N:59]=3)=[CH:44][CH:45]=2)[CH2:39][CH2:38][CH2:37]1. Procedure: Following the procedure for 2-(4-(1-aminocyclobutyl)phenyl)-3-phenyl-7,8-dihydroquinolin-5(6H)-one, tert-butyl(1-(4-(1-oxo-8-phenyl-2,4-dihydro-1H-pyrido[2,3-b][1,2,4]triazolo[4,3-d][1,4]oxazin-7-yl)phenyl)cyclobutyl)carbamate (7 mg, 0.01 mmol) was reacted to afford the title compound (7 mg, quantitative). LCMS (Method A): RT=3.54 min, M+2H+=413. 1H NMR (500 MHz, MeOD): 8.56 (1H, s), 7.44 (2H, d), 7.38 (2H, d), 7.30-7.29 (3H, m), 7.23-7.21 (m, 2H), 5.41 (2H, s), 2.78-2.72 (m, 2H), 2.59-2.53 (m, ... The reactants are ClCCOc1n[nH]c2ncnc(Nc3ccc(OCc4ccccn4)c(Cl)c3)c12, OC1CCNC1. Yields the product OC1CCN(CCOc2n[nH]c3ncnc(Nc4ccc(OCc5ccccn5)c(Cl)c4)c23)C1. As a reaction SMILES: [Cl:1][CH2:2][CH2:3][O:4][c:5]1[n:6][nH:7][c:8]2[n:9][cH:10][n:11][c:12]([NH:14][c:15]3[cH:16][c:17]([Cl:29])[c:18]([O:21][CH2:22][c:23]4[n:24][cH:25][cH:26][cH:27][cH:28]4)[cH:19][cH:20]3)[c:13]12.[NH:30]1[CH2:31][CH:32]([OH:35])[CH2:33][CH2:34]1>>[CH2:2]([CH2:3][O:4][c:5]1[n:6][nH:7][c:8]2[n:9][cH:10][n:11][c:12]([NH:14][c:15]3[cH:16][c:17]([Cl:29])[c:18]([O:21][CH2:22][c:23]4[n:24][cH:25][cH:26][cH:27][cH:28]4)[cH:19][cH:20]3)[c:13]12)[N:30]1[CH2:31][CH:32]([OH:35])[CH2:33][CH2:34]1. Starting materials: [N+](=O)([O-])CC(=CCO)C (4-nitro-3-methyl-2-butenol), ClC1=C(C(=O)Cl)C=CC(=C1)Cl (2,4-dichlorobenzoylchloride). Solvent: C1=CC=CC=C1 (benzene). Reaction conditions: time 8 hour. Yields the product [N+](=O)([O-])CC(=CCOC(C1=C(C=C(C=C1)Cl)Cl)=O)C (2,4-dichlorobenzoic acid (4-nitro-3-methyl-2-butenyl)ester). Reaction SMILES: [N+:1]([CH2:4][C:5]([CH3:9])=[CH:6][CH2:7][OH:8])([O-:3])=[O:2].[Cl:10][C:11]1[CH:19]=[C:18]([Cl:20])[CH:17]=[CH:16][C:12]=1[C:13](Cl)=[O:14]>C1C=CC=CC=1>[N+:1]([CH2:4][C:5]([CH3:9])=[CH:6][CH2:7][O:8][C:13](=[O:14])[C:12]1[CH:16]=[CH:17][C:18]([Cl:20])=[CH:19][C:11]=1[Cl:10])([O-:3])=[O:2]. Reported procedure: To 0.1 Mol of 4-nitro-3-methyl-2-butenol in benzene was added 0.1 Mol of 2,4-dichlorobenzoylchloride and stirred overnight. The benzene was removed, the residue taken up in sat. sodiumbicarbonate solution and extracted with ether. The crude product was purified by column chromatography over silica gel using methylenechloride as eluting solvent. A yellowish oil was obtained.